Dataset: the Open Reaction Database (ORD), a public repository of structured organic reaction records. Task: describe an organic reaction: reactants, conditions, products, and yield Reactants: COC(=O)c1ccc(Br)cc1NC(=O)c1ccccc1, CC(=O)O, CC(C)(C)[O-], Nc1ccccc1, [Na+], C1COCCO1. The product is COC(=O)c1ccc(Nc2ccccc2)cc1NC(=O)c1ccccc1. Reaction SMILES: [C:20]([c:21]1[cH:22][cH:23][cH:24][cH:25][cH:26]1)(=[O:27])[NH:28][c:29]1[c:30]([C:31](=[O:32])[O:33][CH3:34])[cH:35][cH:36][c:37]([Br:39])[cH:38]1.[CH3:40][C:41](=[O:42])[OH:43].[CH3:8][C:9]([CH3:10])([O-:11])[CH3:12].[NH2:1][c:2]1[cH:3][cH:4][cH:5][cH:6][cH:7]1.[Na+:13].[O:14]1[CH2:15][CH2:16][O:17][CH2:18][CH2:19]1>>[NH:1]([c:2]1[cH:3][cH:4][cH:5][cH:6][cH:7]1)[c:37]1[cH:36][cH:35][c:30]([C:31](=[O:32])[O:33][CH3:34])[c:29]([NH:28][C:20]([c:21]2[cH:22][cH:23][cH:24][cH:25][cH:26]2)=[O:27])[cH:38]1. Starting materials: CC(C)(C)O, [F-], CC(Nc1nc(Nc2cnccn2)cc(-c2ccc(C#N)nc2)n1)c1ccc(F)cc1, [K+]. Yields the product CC(Nc1nc(Nc2cnccn2)cc(-c2ccc(C(N)=O)nc2)n1)c1ccc(F)cc1. RXN SMILES: [C:34]([CH3:35])([CH3:36])([CH3:37])[OH:38].[F-:32].[F:1][c:2]1[cH:3][cH:4][c:5]([CH:8]([CH3:9])[NH:10][c:11]2[n:12][c:13]([NH:25][c:26]3[n:27][cH:28][cH:29][n:30][cH:31]3)[cH:14][c:15](-[c:17]3[cH:18][cH:19][c:20]([C:23]#[N:24])[n:21][cH:22]3)[n:16]2)[cH:6][cH:7]1.[K+:33]>>[F:1][c:2]1[cH:3][cH:4][c:5]([CH:8]([CH3:9])[NH:10][c:11]2[n:12][c:13]([NH:25][c:26]3[n:27][cH:28][cH:29][n:30][cH:31]3)[cH:14][c:15](-[c:17]3[cH:18][cH:19][c:20]([C:23]([NH2:24])=[O:38])[n:21][cH:22]3)[n:16]2)[cH:6][cH:7]1.